From a dataset of the Open Reaction Database (ORD), a public repository of structured organic reaction records. describe an organic reaction: reactants, conditions, products, and yield The reactants are crude product, Cl.ClCCN (2-chloroethyl amine hydrochloride), C1(=CC=CC=C1)C (toluene), S1C(=CC=C1)CS (2-thienyl methane thiol), [OH-].[K+] (potassium hydroxide). Solvent: O (water), O (water). Reaction conditions: time 3 hour. Product: NCCSCC=1SC=CC1 (1-amino-4-(2-thienyl)-3-thiabutane). RXN SMILES: [S:1]1[CH:5]=[CH:4][CH:3]=[C:2]1[CH2:6][SH:7].[OH-].[K+].Cl.Cl[CH2:12][CH2:13][NH2:14].C1(C)C=CC=CC=1>O>[NH2:14][CH2:13][CH2:12][S:7][CH2:6][C:2]1[S:1][CH:5]=[CH:4][CH:3]=1 |f:1.2,3.4|. Procedure: The crude product from (a) was taken up under nitrogen in a solution of 128 g of potassium hydroxide (2.3 moles) in 150 ml of water. A solution of 88.2 g (0.76 mole) of 2-chloroethyl amine hydrochloride in 100 ml of water was then added dropwise with stirring at 323° K. After 3 hours on a steam bath, the reaction mixture was taken up with 200 ml of toluene, the toluene phase was washed with 200 ml of water, dried with sodium chloride, concentrated and fractionated in vacuo. Reactants: C(CCC)OC(=O)C=1N=C(C2=CC=CC=C2C1O)Cl (1-chloro-4-hydroxy-isoquinoline-3-carboxylic acid butyl ester), FC=1C=C(C=CC1)O (3-Fluoro phenol). Product: C(CCC)OC(=O)C=1N=C(C2=CC=CC=C2C1O)OC1=CC(=CC=C1)F (1-(3-fluoro-phenoxy)-4-hydroxy-isoquinoline-3-carboxylic acid butyl ester). As a reaction SMILES: [CH2:1]([O:5][C:6]([C:8]1[N:9]=[C:10](Cl)[C:11]2[C:16]([C:17]=1[OH:18])=[CH:15][CH:14]=[CH:13][CH:12]=2)=[O:7])[CH2:2][CH2:3][CH3:4].[F:20][C:21]1[CH:22]=[C:23]([OH:27])[CH:24]=[CH:25][CH:26]=1>>[CH2:1]([O:5][C:6]([C:8]1[N:9]=[C:10]([O:27][C:23]2[CH:24]=[CH:25][CH:26]=[C:21]([F:20])[CH:22]=2)[C:11]2[C:16]([C:17]=1[OH:18])=[CH:15][CH:14]=[CH:13][CH:12]=2)=[O:7])[CH2:2][CH2:3][CH3:4]. Reported procedure: Synthesized from 1-chloro-4-hydroxy-isoquinoline-3-carboxylic acid butyl ester and 3-Fluoro phenol in analogy to Example D-20 d); MS-(+)-ion: M+1=356.1. The reactants are Cc1ccc(F)cc1C(=O)O, COC(=O)c1cc(S(N)(=O)=O)ccc1OC. The reagents and catalysts are CN(C)C(=[N+](C)C)ON1C2=C(C=CC(=C2)Cl)N=N1.F[P-](F)(F)(F)(F)F (HCTU), CCN(C(C)C)C(C)C (DIPEA). Run in CN(C)C=O (DMF), CN(C)C=O (DMF), CN(C)C=O (DMF), CN(C)C=O (DMF), CN(C)C=O (DMF), CN(C)C=O (DMF). Run at temperature 25 celsius, time 2 hour. The product is COC(=O)c1cc(S(=O)(=O)NC(=O)c2cc(F)ccc2C)ccc1OC. Isolated yield 29.0%. As a reaction SMILES: COC(=O)c1cc(S(N)(=O)=O)ccc1OC.Cc1ccc(F)cc1C(=O)O.CN(C)C(=[N+](C)C)ON1C2=C(C=CC(=C2)Cl)N=N1.F[P-](F)(F)(F)(F)F.CCN(C(C)C)C(C)C.CN(C)C=O>>COC(=O)c1cc(S(=O)(=O)NC(=O)c2cc(F)ccc2C)ccc1OC.